Dataset: the Open Reaction Database (ORD), a public repository of structured organic reaction records. Task: describe an organic reaction: reactants, conditions, products, and yield Reactants: C(C1=CC=CC=C1)OC1=CC(=C(C(=C1)C)CC(=O)NC[C@@H]1[C@H](C[C@@H](O1)N1C(=O)NC(=O)C(=C1)CC)O)C (5'-[2-(4-benzyloxy-2,6-dimethylphenyl)acetamido]-2',5'-dideoxy-5-ethyluridine). Reagents/catalysts: [Pd] (palladium-on-charcoal). The solvent is CO (methanol). The product is C(C)C=1C(NC(N([C@H]2C[C@H](O)[C@@H](CNC(CC3=C(C=C(C=C3C)O)C)=O)O2)C1)=O)=O (2',5'-dideoxy-5-ethyl-5'-[2-(4-hydroxy-2,6-dimethylphenyl)acetamido]uridine). Yield: 76.0%. RXN SMILES: C([O:8][C:9]1[CH:14]=[C:13]([CH3:15])[C:12]([CH2:16][C:17]([NH:19][CH2:20][C@H:21]2[O:25][C@@H:24]([N:26]3[CH:33]=[C:32]([CH2:34][CH3:35])[C:30](=[O:31])[NH:29][C:27]3=[O:28])[CH2:23][C@@H:22]2[OH:36])=[O:18])=[C:11]([CH3:37])[CH:10]=1)C1C=CC=CC=1>CO.[Pd]>[CH2:34]([C:32]1[C:30](=[O:31])[NH:29][C:27](=[O:28])[N:26]([CH:33]=1)[C@@H:24]1[O:25][C@H:21]([CH2:20][NH:19][C:17](=[O:18])[CH2:16][C:12]2[C:13]([CH3:15])=[CH:14][C:9]([OH:8])=[CH:10][C:11]=2[CH3:37])[C@@H:22]([OH:36])[CH2:23]1)[CH3:35]. Procedure details: 24 mg of 5'-[2-(4-benzyloxy-2,6-dimethylphenyl)acetamido]-2',5'-dideoxy-5-ethyluridine were dissolved in 50 ml of methanol and the solution was hydrogenated over 15 mg of 5% palladium-on-charcoal catalyst at room temperature and under atmospheric pressure for 72 hours. The catalyst was removed by filtration and the filtrate was evaporated to give 15 mg of 2',5'-dideoxy-5-ethyl-5'-[2-(4-hydroxy-2,6-dimethylphenyl)acetamido]uridine of melting point 221°-225° C. (decomposition). Reactants: CC1=CC=C(C2CO2)C=C1 (4-Methyl styrene oxide), C(CC)N (propylamine). The product is C(CC)NCC(C1=CC=C(C=C1)C)O (N-Propyl-β-hydroxy-4-methyl-phenethylamine). The yield is 49.6%. RXN SMILES: [CH3:1][C:2]1[CH:10]=[CH:9][C:5]([CH:6]2[O:8][CH2:7]2)=[CH:4][CH:3]=1.[CH2:11]([NH2:14])[CH2:12][CH3:13]>>[CH2:11]([NH:14][CH2:7][CH:6]([OH:8])[C:5]1[CH:9]=[CH:10][C:2]([CH3:1])=[CH:3][CH:4]=1)[CH2:12][CH3:13]. Procedure details: 4-Methyl styrene oxide(1.0 g,8.0 mmol)and 3 ml of propylamine in methanolic solution were charged into a flask. The flask was sealed and put in a refrigerator for 5–7 days. The solution was concentrated and the residue crystallized from ether, the title compound was obtained as white needle crystals, mp. 73.0–75.1 C, yield 49.6%. Starting materials: C1(=CC=CC=C1)CCCC(CO)CCC (5-Phenyl-2-n-propyl-pentanol), Ru, [H][H] (hydrogen). Reaction conditions: time 6 hour. Product: C1(CCCCC1)CCCC(CO)CCC (5-cyclohexyl-2-n-propyl-pentanol). The yield is 91.8%. RXN SMILES: [C:1]1([CH2:7][CH2:8][CH2:9][CH:10]([CH2:13][CH2:14][CH3:15])[CH2:11][OH:12])[CH:6]=[CH:5][CH:4]=[CH:3][CH:2]=1.[H][H]>>[CH:1]1([CH2:7][CH2:8][CH2:9][CH:10]([CH2:13][CH2:14][CH3:15])[CH2:11][OH:12])[CH2:6][CH2:5][CH2:4][CH2:3][CH2:2]1. Procedure: 365 g of 5-Phenyl-2-n-propyl-pentanol of Synthesis Example 1.2 were combined with 10 g Ru on activated carbon (Ru content: 5 wt. %) and hydrogenated at a hydrogen pressure of 20 bar and at a temperature of 120° C. After 5-7 hours the reaction was finished. The catalyst was removed and the product distilled. 345 g (content: 98.2%) of 5-cyclohexyl-2-n-propyl-pentanol are obtained. Yield: 90.8% of theoretical. The reactants are C(C1=CC=CC=C1)OC1=C(CO)C=CC(=C1)F (2-(benzyloxy)-4-fluorobenzyl alcohol). Reagents/catalysts: [O-2].[Mn+4].[O-2] (manganese(IV) oxide). Run in C(Cl)(Cl)Cl (chloroform). Conditions: time 2 hour. The product is C(C1=CC=CC=C1)OC1=C(C=O)C=CC(=C1)F (2-(benzyloxy)-4-fluorobenzaldehyde). The yield is 58.6%. As a reaction SMILES: [CH2:1]([O:8][C:9]1[CH:16]=[C:15]([F:17])[CH:14]=[CH:13][C:10]=1[CH2:11][OH:12])[C:2]1[CH:7]=[CH:6][CH:5]=[CH:4][CH:3]=1>C(Cl)(Cl)Cl.[O-2].[Mn+4].[O-2]>[CH2:1]([O:8][C:9]1[CH:16]=[C:15]([F:17])[CH:14]=[CH:13][C:10]=1[CH:11]=[O:12])[C:2]1[CH:3]=[CH:4][CH:5]=[CH:6][CH:7]=1 |f:2.3.4|. Procedure details: A mixture of 2-(benzyloxy)-4-fluorobenzyl alcohol (6.54 g) and manganese(IV) oxide (9.04 g) in chloroform (70 ml) was refluxed and stirred for 2 hr. The insoluble material was removed by filtration and washed with chloroform. The filrate was evaporated and the residue (6.7 g) was chromatographed over silica gel (90 g) eluting with a mixture of hexane and dichloromethane (5:1) to dichloromethane to give a colorless oil of 2-(benzyloxy)-4-fluorobenzaldehyde (3.8 g, 59%).